The task is: describe an organic reaction: reactants, conditions, products, and yield. This data is from the Open Reaction Database (ORD), a public repository of structured organic reaction records. The product is C(C)OC1=CC2=C(C(=C(O2)[N+](=O)[O-])C2=CC=CC=C2)C=C1 (6-ethoxy-2-nitro-3-phenylbenzofuran). Run in C(OC)COC (glyme), C(OC)COC (glyme). Procedure: To a suspension of 0.34 g (0.008 mole) of sodium hydride in 45 ml of glyme is added dropwise a solution of 2.0 g (0.008 mole) of 6-hydroxy-2-nitro-3-phenylbenzofuran in 20 ml of glyme. To this suspension is added 16 g (0.010 mole) of ethyl iodide and the mixture is heated to its reflux temperature and maintained at reflux for 5 hours. After cooling to 25° C. an additional 0.1 g of sodium hydride and 5 ml of ethyl iodide are added and the mixture is refluxed for about three hours. The mixture is ... Reaction SMILES: [H-].[Na+].[OH:3][C:4]1[CH:21]=[CH:20][C:7]2[C:8]([C:14]3[CH:19]=[CH:18][CH:17]=[CH:16][CH:15]=3)=[C:9]([N+:11]([O-:13])=[O:12])[O:10][C:6]=2[CH:5]=1.[CH2:22](I)[CH3:23].O>C(COC)OC>[CH2:22]([O:3][C:4]1[CH:21]=[CH:20][C:7]2[C:8]([C:14]3[CH:19]=[CH:18][CH:17]=[CH:16][CH:15]=3)=[C:9]([N+:11]([O-:13])=[O:12])[O:10][C:6]=2[CH:5]=1)[CH3:23] |f:0.1|. The reactants are [H-].[Na+] (sodium hydride), C(C)I (ethyl iodide), O (water), [H-].[Na+] (sodium hydride), C(C)I (ethyl iodide), OC1=CC2=C(C(=C(O2)[N+](=O)[O-])C2=CC=CC=C2)C=C1 (6-hydroxy-2-nitro-3-phenylbenzofuran).